This data is from the Open Reaction Database (ORD), a public repository of structured organic reaction records. The task is: describe an organic reaction: reactants, conditions, products, and yield Starting materials: [Al+3], CN(C)C(=O)Cl, [Cl-], [Cl-], [Cl-], Cc1csc(N)n1, Cc1ccccc1C. Yields the product Cc1csc(NC(=O)N(C)C)n1. RXN SMILES: [Al+3:15].[CH3:8][N:9]([C:10](=[O:11])[Cl:12])[CH3:13].[Cl-:14].[Cl-:16].[Cl-:17].[NH2:1][c:2]1[s:3][cH:4][c:5]([CH3:7])[n:6]1.[c:18]1([CH3:19])[c:20]([CH3:21])[cH:22][cH:23][cH:24][cH:25]1>>[NH:1]([c:2]1[s:3][cH:4][c:5]([CH3:7])[n:6]1)[C:10]([N:9]([CH3:8])[CH3:13])=[O:11]. Starting materials: C(=O)(O)[O-].[Na+] (NaHCO3), CC1=C(OC2=C1C(=CC=C2)OCCCNCC=2C=NC=CC2)CO ((3-methyl-4-{3-[(pyridin-3-ylmethyl)-amino]-propoxy}-benzofuran-2-yl)-methanol), bispiperidine azodicarboxyl amide, C(CCC)P(CCCC)CCCC (tributylphosphine), FC1=C(C=CC(=C1)F)O (2,4-difluorophenol). The solvent is C1CCOC1 (THF), C1CCOC1 (THF). Product: FC1=C(OCC=2OC3=C(C2C)C(=CC=C3)OCCCNCC=3C=NC=CC3)C=CC(=C1)F ({3-[2-(2,4-Difluorophenoxymethyl)-3-methyl-benzofuran-4-yloxy]-propyl}-pyridin-3-ylmethyl-amine). Isolated yield 40.1%. RXN SMILES: [CH3:1][C:2]1[C:6]2[C:7]([O:11][CH2:12][CH2:13][CH2:14][NH:15][CH2:16][C:17]3[CH:18]=[N:19][CH:20]=[CH:21][CH:22]=3)=[CH:8][CH:9]=[CH:10][C:5]=2[O:4][C:3]=1[CH2:23][OH:24].C(P(CCCC)CCCC)CCC.[F:38][C:39]1[CH:44]=[C:43]([F:45])[CH:42]=[CH:41][C:40]=1O.C([O-])(O)=O.[Na+]>C1COCC1>[F:38][C:39]1[CH:44]=[C:43]([F:45])[CH:42]=[CH:41][C:40]=1[O:24][CH2:23][C:3]1[O:4][C:5]2[CH:10]=[CH:9][CH:8]=[C:7]([O:11][CH2:12][CH2:13][CH2:14][NH:15][CH2:16][C:17]3[CH:18]=[N:19][CH:20]=[CH:21][CH:22]=3)[C:6]=2[C:2]=1[CH3:1] |f:3.4|. Reported procedure: To a solution of the compound in Example 11 (65 mg), tributylphosphine (61 mg) and 2,4-difluorophenol (26 mg) in THF (1 ml) was added bispiperidine azodicarboxyl amide (76 mg) in THF (0.5 ml) at −45° C. under argon atmosphere, and the mixture was slowly warmed up to room temperature over 18 hoursi period. The mixture was poured into sat. NaHCO3 solution and extracted with ethyl acetate. The organic layer was washed with brine and dried over Na2SO4. After filtration, the solvent was removed under... The reactants are BrC=1C(=NC=C(C(=O)NC2=CC(=C(C=C2)OC(F)(F)F)Cl)C1)N1C[C@@H](CC1)O ((R)-5-bromo-N-(3-chloro-4-(trifluoromethoxy)phenyl)-6-(3-hydroxypyrrolidin-1-yl)nicotinamide), N1=CN=CC(=C1)B(O)O (pyrimidin-5-ylboronic acid). The product is ClC=1C=C(C=CC1OC(F)(F)F)NC(C1=CN=C(C(=C1)C=1C=NC=NC1)N1C[C@@H](CC1)O)=O ((R)—N-(3-Chloro-4-(trifluoromethoxy)phenyl)-6-(3-hydroxypyrrolidin-1-yl)-5-(pyrimidin-5-yl)nicotinamide). RXN SMILES: Br[C:2]1[C:3]([N:23]2[CH2:27][CH2:26][C@@H:25]([OH:28])[CH2:24]2)=[N:4][CH:5]=[C:6]([CH:22]=1)[C:7]([NH:9][C:10]1[CH:15]=[CH:14][C:13]([O:16][C:17]([F:20])([F:19])[F:18])=[C:12]([Cl:21])[CH:11]=1)=[O:8].[N:29]1[CH:34]=[C:33](B(O)O)[CH:32]=[N:31][CH:30]=1>>[Cl:21][C:12]1[CH:11]=[C:10]([NH:9][C:7](=[O:8])[C:6]2[CH:22]=[C:2]([C:33]3[CH:34]=[N:29][CH:30]=[N:31][CH:32]=3)[C:3]([N:23]3[CH2:27][CH2:26][C@@H:25]([OH:28])[CH2:24]3)=[N:4][CH:5]=2)[CH:15]=[CH:14][C:13]=1[O:16][C:17]([F:20])([F:19])[F:18]. Procedure: The title compound was prepared in an analogous fashion to that described in Example 185 using (R)-5-bromo-N-(3-chloro-4-(trifluoromethoxy)phenyl)-6-(3-hydroxypyrrolidin-1-yl)nicotinamide (Stage 204.1) and pyrimidin-5-ylboronic acid to afford a white foam. HPLC (Condition 4) tR=5.17 min, UPLC-MS (Condition 3) tR=1.03 min, m/z=480.1 [M+H]+; 1H-NMR (400 MHz, DMSO-d6) δ ppm 1.74 (m, J=3.90 Hz, 1H) 1.79-1.93 (m, 1H) 2.88 (d, J=11.34 Hz, 1H) 3.21 (m, J=11.10, 4.50 Hz, 2H) 3.37 (m, J=7.00 Hz, 1H) 4.11... Starting materials: ClC(F)F (Chlorodifluoromethane), O=CC1=CC(OC)=C(O)C=C1 (vanillin), [OH-].[Na+] (sodium hydroxide). Reagents/catalysts: [Cl-].C(C1=CC=CC=C1)[N+](C)(C)C (benzyltrimethylammonium chloride). Solvent: O1CCOCC1 (dioxane). Conditions: time 2 hour. Yields the product FC(OC1=C(C=C(C=O)C=C1)OC)F (4-Difluoromethoxy-3-methoxybenzaldehyde). Reaction SMILES: Cl[CH:2]([F:4])[F:3].[O:5]=[CH:6][C:7]1[CH:15]=[CH:14][C:12]([OH:13])=[C:9]([O:10][CH3:11])[CH:8]=1.[OH-].[Na+]>[Cl-].C([N+](C)(C)C)C1C=CC=CC=1.O1CCOCC1>[F:3][CH:2]([F:4])[O:13][C:12]1[CH:14]=[CH:15][C:7]([CH:6]=[O:5])=[CH:8][C:9]=1[O:10][CH3:11] |f:2.3,4.5|. Procedure: Chlorodifluoromethane is introduced into a mixture of 200 g of vanillin, 6.7 g of benzyltrimethylammonium chloride, 314 g of 50% strength sodium hydroxide solution and 2 liters of dioxane with vigorous stirring for about 2 h. The mixture is then partitioned between ice water and ethyl acetate, the organic phase is separated off, the aqueous phase is extracted twice by stirring with ethyl acetate, and the combined organic phases are dried over magnesium sulphate and concentrated in vacuo. To remo... The reactants are OCC1(CC=2N(CCS1)C(=NN2)C2(CC2)C2=CC=C(C=C2)C2=NC=C(C(=O)O)C=C2)C (6-(4-{1-[8-(Hydroxymethyl)-8-methyl-5,6,8,9-tetrahydro[1,2,4]triazolo[4,3-d][1,4]thiazepin-3-yl]cyclopropyl}phenyl)nicotinic acid), C1(CC1)N (cyclopropylamine), N,N-dimethylaminopyridine, Cl.C(C)N=C=NCCCN(C)C (1-ethyl-3-(3-dimethylaminopropyl)carbodiimide hydrochloride), C(O)([O-])=O.[Na+] (sodium hydrogencarbonate). Procedure details: A solution of the compound (150 mg, 0.344 mmol) obtained in Example 66, cyclopropylamine (119 μL, 1.72 mmol), N,N-dimethylaminopyridine (4 mg, 34 μmol), and 1-ethyl-3-(3-dimethylaminopropyl)carbodiimide hydrochloride (198 mg, 1.03 mmol) in N,N-dimethylformamide (3.00 mL) was stirred at room temperature for 5 h. Saturated aqueous sodium hydrogencarbonate (100 mL) was added to the reaction mixture, the mixture was extracted with dichloromethane, and the organic layer was washed with water and drie... Solvent: CN(C=O)C (N,N-dimethylformamide). The product is C1(CC1)NC(C1=CN=C(C=C1)C1=CC=C(C=C1)C1(CC1)C1=NN=C2N1CCSC(C2)(C)CO)=O (N-Cyclopropyl-6-(4-{1-[8-(hydroxymethyl)-8-methyl-5,6,8,9-tetrahydro[1,2,4]triazolo[4,3-d][1,4]thiazepin-3-yl]cyclopropyl}phenyl)nicotinamide). Yield: 17.7%. Reaction SMILES: [OH:1][CH2:2][C:3]1([CH3:31])[S:9][CH2:8][CH2:7][N:6]2[C:10]([C:13]3([C:16]4[CH:21]=[CH:20][C:19]([C:22]5[CH:30]=[CH:29][C:25]([C:26]([OH:28])=O)=[CH:24][N:23]=5)=[CH:18][CH:17]=4)[CH2:15][CH2:14]3)=[N:11][N:12]=[C:5]2[CH2:4]1.[CH:32]1([NH2:35])[CH2:34][CH2:33]1.Cl.C(N=C=NCCCN(C)C)C.C(=O)([O-])O.[Na+]>CN(C)C=O>[CH:32]1([NH:35][C:26](=[O:28])[C:25]2[CH:29]=[CH:30][C:22]([C:19]3[CH:18]=[CH:17][C:16]([C:13]4([C:10]5[N:6]6[CH2:7][CH2:8][S:9][C:3]([CH2:2][OH:1])([CH3:31])[CH2:4][C:5]6=[N:12][N:11]=5)[CH2:14][CH2:15]4)=[CH:21][CH:20]=3)=[N:23][CH:24]=2)[CH2:34][CH2:33]1 |f:2.3,4.5|. The reactants are CC(=O)OC(C)=O, CCOC(OCC)OCC, CCOC(=O)CC(=O)c1cc(F)c(F)c(Cl)c1F. The product is CCOC=C(C(=O)OCC)C(=O)c1cc(F)c(F)c(Cl)c1F. RXN SMILES: [CH3:29][C:30]([O:31][C:32](=[O:33])[CH3:34])=[O:35].[CH:19]([O:20][CH2:21][CH3:22])([O:23][CH2:24][CH3:25])[O:26][CH2:27][CH3:28].[Cl:1][c:2]1[c:3]([F:18])[c:4]([C:5](=[O:6])[CH2:7][C:8](=[O:9])[O:10][CH2:11][CH3:12])[cH:13][c:14]([F:17])[c:15]1[F:16]>>[Cl:1][c:2]1[c:3]([F:18])[c:4]([C:5](=[O:6])[C:7]([C:8](=[O:9])[O:10][CH2:11][CH3:12])=[CH:19][O:20][CH2:21][CH3:22])[cH:13][c:14]([F:17])[c:15]1[F:16].